describe an organic reaction: reactants, conditions, products, and yield From a dataset of the Open Reaction Database (ORD), a public repository of structured organic reaction records. The product is C=CCNc1nc(NCC=Cc2ccccc2)c2scc(C)c2n1. RXN SMILES: [C:26](=[O:27])([O-:28])[OH:29].[CH2:22]([CH:23]=[CH2:24])[NH2:25].[Cl:1][c:2]1[n:3][c:4]([NH:12][CH2:13][CH:14]=[CH:15][c:16]2[cH:17][cH:18][cH:19][cH:20][cH:21]2)[c:5]2[c:6]([n:7]1)[c:8]([CH3:11])[cH:9][s:10]2.[Na+:30]>>[c:2]1([NH:25][CH2:22][CH:23]=[CH2:24])[n:3][c:4]([NH:12][CH2:13][CH:14]=[CH:15][c:16]2[cH:17][cH:18][cH:19][cH:20][cH:21]2)[c:5]2[c:6]([n:7]1)[c:8]([CH3:11])[cH:9][s:10]2. Starting materials: O=C([O-])O, C=CCN, Cc1csc2c(NCC=Cc3ccccc3)nc(Cl)nc12, [Na+].